This data is from the Open Reaction Database (ORD), a public repository of structured organic reaction records. The task is: describe an organic reaction: reactants, conditions, products, and yield Reactants: OCC1=CC=C(C=C1)C1=CC=CC=2N1C=NC2 (5-(p-hydroxymethylphenyl)imidazo[1,5-a]pyridine), [H][H] (hydrogen), Cl (hydrochloric acid). Reagents/catalysts: [Pd] (palladium on charcoal). The solvent is C(C)O (ethanol). Yields the product hydrochloride salt, Cl.C1(=CC=C(C=C1)C1CCCC=2N1C=NC2)C (5-(p-Tolyl)-5,6,7,8-tetrahydroimidazo[1,5-a]pyridine hydrochloride). Reaction SMILES: O[CH2:2][C:3]1[CH:8]=[CH:7][C:6]([C:9]2[N:14]3[CH:15]=[N:16][CH:17]=[C:13]3[CH:12]=[CH:11][CH:10]=2)=[CH:5][CH:4]=1.[H][H].[ClH:20]>C(O)C.[Pd]>[ClH:20].[C:3]1([CH3:2])[CH:8]=[CH:7][C:6]([CH:9]2[N:14]3[CH:15]=[N:16][CH:17]=[C:13]3[CH2:12][CH2:11][CH2:10]2)=[CH:5][CH:4]=1 |f:5.6|. Procedure: A solution of 0.36 g of 5-(p-hydroxymethylphenyl)imidazo[1,5-a]pyridine in 25 ml of ethanol and 6.4 ml of concentrated hydrochloric acid is hydrogenated with 0.15 g of 10% palladium on charcoal at 40 psi of hydrogen and 60° for 4 h. The reaction mixture is filtered and evaporated and the residue is partitioned between methylene chloride and sodium bicarbonate solution. The organic phase is dried over sodium sulfate and evaporated to an oil which is purified by preparative layer chromatography on... Starting materials: C1(=CC=C(C=C1)S(=O)(=O)[O-])C.[NH+]1=CC=CC=C1 (pyridinium p-toluenesulfonate), O (water), O1CCOCC1 (1,4-dioxane). The product is C(C)OCCOC1=CC=C(C=C)C=C1.OC1=CC=C(C=C)C=C1.CC1=CC=C(C=C)C=C1 (p-1-ethoxyethoxystyrene p-hydroxystyrene p-methylstyrene). RXN SMILES: [C:1]1([CH3:11])[CH:6]=[CH:5][C:4](S([O-])(=O)=O)=[CH:3][CH:2]=1.[NH+]1C=CC=[CH:14][CH:13]=1.O.[O:19]1[CH2:24][CH2:23][O:22][CH2:21][CH2:20]1>>[CH2:20]([O:19][CH2:24][CH2:23][O:22][C:4]1[CH:5]=[CH:6][C:1]([CH:11]=[CH2:13])=[CH:2][CH:3]=1)[CH3:21].[OH:19][C:24]1[CH:23]=[CH:11][C:1]([CH:6]=[CH2:5])=[CH:2][CH:3]=1.[CH3:11][C:1]1[CH:6]=[CH:5][C:4]([CH:13]=[CH2:14])=[CH:3][CH:2]=1 |f:0.1,4.5.6|. Procedure: 15.0 Grams of poly(p-hydroxystyrene/p-methylstyrene) obtained in above (2) and 3.5 g of ethylvinyl ether were dissolved in 150 ml of 1,4-dioxane and a catalytic amount of pyridinium p-toluenesulfonate was added thereto, followed by conducting a reaction at room temperature for 24 hours with stirring. After the reaction, the resultant was poured into 5000 ml of water to precipitate out. The precipitated polymer was filtered, washed with water and dried under reduced pressure to give 11.5 g of pol... The reactants are [Br-], C[P+](c1ccccc1)(c1ccccc1)c1ccccc1, [H-], [Na+], CN(C)C=O, CN1CCC2(c3cccc(O)c3)CC(=O)CCC2C1. The product is C=C1CCC2CN(C)CCC2(c2cccc(O)c2)C1. As a reaction SMILES: [Br-:27].[CH3:28][P+:29]([c:30]1[cH:31][cH:32][cH:33][cH:34][cH:35]1)([c:36]1[cH:37][cH:38][cH:39][cH:40][cH:41]1)[c:42]1[cH:43][cH:44][cH:45][cH:46][cH:47]1.[H-:1].[Na+:2].[O:22]=[CH:23][N:24]([CH3:25])[CH3:26].[OH:3][c:4]1[cH:5][c:6]([C:10]23[CH2:11][CH2:12][N:13]([CH3:21])[CH2:14][CH:15]2[CH2:16][CH2:17][C:18](=[O:20])[CH2:19]3)[cH:7][cH:8][cH:9]1>>[OH:3][c:4]1[cH:5][c:6]([C:10]23[CH2:11][CH2:12][N:13]([CH3:21])[CH2:14][CH:15]2[CH2:16][CH2:17][C:18](=[CH2:23])[CH2:19]3)[cH:7][cH:8][cH:9]1. Reactants: Cl[O-].[Na+] (sodium hypochlorite), Cl[O-].[Na+] (sodium hypochlorite), ClC1=C(C#N)C=CC(=C1)C1=CC=NN1C1OCCCC1 (2-chloro-4-(1-(tetrahydro-2H-pyran-2-yl)-1H-pyrazol-5-yl)benzonitrile). The solvent is C(C)(=O)O (acetic acid), C(C)(=O)O (acetic acid). Run at time 8 hour. Yields the product ClC1=C(C#N)C=CC(=C1)C1=C(C=NN1)Cl (2-chloro-4-(4-chloro-1H-pyrazol-5-yl)benzonitrile). The yield is 58.4%. Reaction SMILES: [Cl:1][C:2]1[CH:9]=[C:8]([C:10]2[N:14](C3CCCCO3)[N:13]=[CH:12][CH:11]=2)[CH:7]=[CH:6][C:3]=1[C:4]#[N:5].[Cl:21][O-].[Na+]>C(O)(=O)C>[Cl:1][C:2]1[CH:9]=[C:8]([C:10]2[NH:14][N:13]=[CH:12][C:11]=2[Cl:21])[CH:7]=[CH:6][C:3]=1[C:4]#[N:5] |f:1.2|. Procedure: 2-chloro-4-(1-(tetrahydro-2H-pyran-2-yl)-1H-pyrazol-5-yl)benzonitrile (12.0 g, 41.7 mmol) was dissolved in acetic acid (20 ml) and sodium hypochlorite solution (29.0 ml, 416 mmol) was added. The reaction mixture was stirred at RT overnight. Further again, acetic acid (120 ml) and sodium hypochlorite solution (14 ml) were added and the mixture was stirred at RT overnight. The precipitate was filtrated and washed with water and DCM. The precipitate was dried in vacuum 40° C. overnight to yield 5.8... Starting materials: O1CCCC=C1 (3,4-Dihydro-2H-pyran), O[C@@H](C(=O)N1CCOCC1)C (4-[(R)-2-hydroxypropionyl]morpholine), O.C1(=CC=C(C=C1)S(=O)(=O)O)C (p-toluenesulfonic acid monohydrate). The solvent is ClCCl (dichloromethane). Conditions: temperature 0 celsius. The product is O1C(CCCC1)O[C@@H](C(=O)N1CCOCC1)C (4-[(2R)-2-(3,4,5,6-Tetrahydro-2H-pyran-2-yloxy)propionyl]morpholine). The yield is 95.0%. RXN SMILES: [O:1]1[CH:6]=[CH:5][CH2:4][CH2:3][CH2:2]1.[OH:7][C@H:8]([CH3:17])[C:9]([N:11]1[CH2:16][CH2:15][O:14][CH2:13][CH2:12]1)=[O:10].O.C1(C)C=CC(S(O)(=O)=O)=CC=1>ClCCl>[O:1]1[CH2:2][CH2:3][CH2:4][CH2:5][CH:6]1[O:7][C@H:8]([CH3:17])[C:9]([N:11]1[CH2:12][CH2:13][O:14][CH2:15][CH2:16]1)=[O:10] |f:2.3|. Procedure: 3,4-Dihydro-2H-pyran (90.5 ml, 1.2 eq) was added dropwise to a mixture of 4-[(R)-2-hydroxypropionyl]morpholine (132 g) and p-toluenesulfonic acid monohydrate (500 mg, 0.003 eq) in dry dichloromethane (500 ml) over a period of 15 min with stirring at 0° C. After being stirred for 30 min at 0° C., the mixture was washed with aqueous sodium bicarbonate, dried over anhydrous magnesium sulfate and concentrated under reduced pressure. Purification of the residue by silica gel chromatography, using n-h... The reactants are NC=1C2=CC=CC=C2N=C2CCC3=C(C12)NN=C3 (11-amino-4,5-dihydro-1H-pyrazolo[3,4-a]acridine), [H-].[Na+] (NaH), C(C1=CC=CC=C1)Br (benzyl bromide). Run in CN(C)C=O (DMF). Reaction conditions: time 15 minute. The product is NC=1C2=CC=CC=C2N=C2CCC=3C(C12)=NN(C3)CC3=CC=CC=C3 (11-Amino-2-benzyl-4,5-dihydro-2H-pyrazolo[3,4-a]acridine). Reaction SMILES: [NH2:1][C:2]1[C:3]2[C:8]([N:9]=[C:10]3[C:15]=1[C:14]1[NH:16][N:17]=[CH:18][C:13]=1[CH2:12][CH2:11]3)=[CH:7][CH:6]=[CH:5][CH:4]=2.[H-].[Na+].[CH2:21](Br)[C:22]1[CH:27]=[CH:26][CH:25]=[CH:24][CH:23]=1>CN(C=O)C>[NH2:1][C:2]1[C:3]2[C:8]([N:9]=[C:10]3[C:15]=1[C:14]1=[N:16][N:17]([CH2:21][C:22]4[CH:27]=[CH:26][CH:25]=[CH:24][CH:23]=4)[CH:18]=[C:13]1[CH2:12][CH2:11]3)=[CH:7][CH:6]=[CH:5][CH:4]=2 |f:1.2|. Reported procedure: To a solution of 11-amino-4,5-dihydro-1H-pyrazolo[3,4-a]acridine (2.36 g) in dry DMF (90 ml) was added NaH (60%)(0.50 g) slowly. The reaction was stirred at room temperature for 15 minutes and then benzyl bromide (1.88 g) was added and the reaction was stirred an additional 15 minutes. At the end of this time the product was precipitated with water, filtered off, washed well with water, and air dried to yield a product which was further purified by flash chromatography (5% Et3N-EtOAc). The produ... The reactants are solution, C[Mg]Cl (methylmagnesium chloride), C(CCC)/N=C/C1=C(C=CC=C1F)Cl (butyl-[1-(2-chloro-6-fluoro-phenyl)-meth-(E)-ylidene]-amine). The reagents and catalysts are [Cl-].[Mn+2].[Cl-] (manganese(II) chloride). Solvent: O1CCCC1 (tetrahydrofuran), O1CCCC1 (tetrahydrofuran). Conditions: temperature 7.5 celsius, time 30 minute. Yields the product C(CCC)/N=C/C1=C(C=CC=C1C)Cl (Butyl-[1-(2-chloro-6-methyl-phenyl)-meth-(E)-ylidene]-amine). The yield is 100.0%. RXN SMILES: [CH2:1](/[N:5]=[CH:6]/[C:7]1[C:12](F)=[CH:11][CH:10]=[CH:9][C:8]=1[Cl:14])[CH2:2][CH2:3][CH3:4].[CH3:15][Mg]Cl>O1CCCC1.[Cl-].[Mn+2].[Cl-]>[CH2:1](/[N:5]=[CH:6]/[C:7]1[C:12]([CH3:15])=[CH:11][CH:10]=[CH:9][C:8]=1[Cl:14])[CH2:2][CH2:3][CH3:4] |f:3.4.5|. Procedure: This compound was prepared using methodology described in Synthesis 1999, 2138-2144. To a solution of 7.00 g (32.8 mmol) butyl-[1-(2-chloro-6-fluoro-phenyl)-meth-(E)-ylidene]-amine in 70 ml tetrahydrofuran at 0° C. was added 0.41 g (3.28 mmol) manganese(II) chloride. 21.8 ml (65.5 mmol) of a 3 M solution of methylmagnesium chloride in tetrahydrofuran was then added dropwise while the temperature of the reaction mixture was maintained at 5-10° C. After the addition was complete, the reaction mixt... Starting materials: C(O)([O-])=O.[Na+] (sodium hydrogencarbonate), FC1=CC=C(C=C1)C1=C(C=NN1C)COC1=CC=C(CN(C2=CC=C(C=C2)CCC(=O)OC)S(=O)(=O)C2=C(C=CC=C2)[N+](=O)[O-])C=C1 (methyl 3-(4-{(4-{[5-(4-fluorophenyl)-1-methyl-1H-pyrazol-4-yl]methoxy}benzyl)[(2-nitrophenyl)sulfonyl]amino}phenyl)propanoate), SCC(=O)O (mercaptoacetic acid), O.[OH-].[Li+] (lithium hydroxide monohydrate). The product is FC1=CC=C(C=C1)C1=C(C=NN1C)COC1=CC=C(CNC2=CC=C(C=C2)CCC(=O)OC)C=C1 (methyl 3-{4-[(4-{[5-(4-fluorophenyl)-1-methyl-1H-pyrazol-4-yl]methoxy}benzyl)amino]phenyl}propanoate). Reaction SMILES: [F:1][C:2]1[CH:7]=[CH:6][C:5]([C:8]2[N:12]([CH3:13])[N:11]=[CH:10][C:9]=2[CH2:14][O:15][C:16]2[CH:47]=[CH:46][C:19]([CH2:20][N:21](S(C3C=CC=CC=3[N+]([O-])=O)(=O)=O)[C:22]3[CH:27]=[CH:26][C:25]([CH2:28][CH2:29][C:30]([O:32][CH3:33])=[O:31])=[CH:24][CH:23]=3)=[CH:18][CH:17]=2)=[CH:4][CH:3]=1.SCC(O)=O.O.[OH-].[Li+].C(=O)([O-])O.[Na+]>CN(C)C=O>[F:1][C:2]1[CH:3]=[CH:4][C:5]([C:8]2[N:12]([CH3:13])[N:11]=[CH:10][C:9]=2[CH2:14][O:15][C:16]2[CH:47]=[CH:46][C:19]([CH2:20][NH:21][C:22]3[CH:27]=[CH:26][C:25]([CH2:28][CH2:29][C:30]([O:32][CH3:33])=[O:31])=[CH:24][CH:23]=3)=[CH:18][CH:17]=2)=[CH:6][CH:7]=1 |f:2.3.4,5.6|. Reported procedure: To a solution of the yellow oil obtained in Example 45 and mercaptoacetic acid (100 mg, 1.1 mmol) in N,N-dimethylformamide (5 mL) was added lithium hydroxide monohydrate (80 mg, 1.9 mmol), and the mixture was stirred at room temperature for 14 hr. The reaction mixture was poured into 10% aqueous sodium hydrogencarbonate solution, and the mixture was extracted with ethyl acetate. The ethyl acetate layer was dried using a Presep Dehydration tube (manufactured by Wako Pure Chemical Industries, Ltd.... Solvent: CN(C=O)C (N,N-dimethylformamide). Yield: 66.0%. Run at time 14 hour. Starting materials: COc1ccccc1C1=Nc2ccc(C#N)cc2C(=O)C1, CO, Cl, [K+], [OH-], O. Product: COc1ccccc1C1=Nc2ccc(C(=O)O)cc2C(=O)C1. As a reaction SMILES: [C:1](#[N:2])[c:3]1[cH:4][c:5]2[c:10]([cH:11][cH:12]1)[N:9]=[C:8]([c:13]1[c:14]([O:19][CH3:20])[cH:15][cH:16][cH:17][cH:18]1)[CH2:7][C:6]2=[O:21].[CH3:24][OH:25].[ClH:26].[K+:23].[OH-:22].[OH2:27]>>[C:1]([c:3]1[cH:4][c:5]2[c:10]([cH:11][cH:12]1)[N:9]=[C:8]([c:13]1[c:14]([O:19][CH3:20])[cH:15][cH:16][cH:17][cH:18]1)[CH2:7][C:6]2=[O:21])(=[O:22])[OH:25]. Starting materials: C(C1=CC=CC=C1)N1C[C@@H]2CCCN[C@@H]2C1 (cis-8-benzyl-2,8-diazabicyclo[4.3.0]nonane), C([C@H](O)[C@@H](O)C(=O)O)(=O)O (L(+)-tartaric acid), C(=O)(O)[C@H](O)[C@@H](O)C(=O)O.C(C1=CC=CC=C1)N1C[C@H]2CCCN[C@H]2C1 ([R,R]-8-benzyl-2,8-diazabicyclo[4.3.0]nonane L-tartrate), C(=O)(O)[C@H](O)[C@@H](O)C(=O)O.C(C1=CC=CC=C1)N1C[C@@H]2CCCN[C@@H]2C1 ([S,S]-8-benzyl-2,8-diazabicyclo[4.3.0]-nonane L-tartrate). The solvent is CN(C=O)C (dimethylformamide), CN(C=O)C (dimethylformamide). Conditions: temperature 18 celsius. The product is C(=O)(O)[C@@H](O)[C@H](O)C(=O)O.C(C1=CC=CC=C1)N1C[C@@H]2CCCN[C@@H]2C1 ([S,S]-8-benzyl-2,8-diazabicyclo[4.3.0]nonane D-tartrate), C([C@@H](O)[C@H](O)C(=O)O)(=O)O (D(-)-tartaric acid). As a reaction SMILES: [CH2:1]([N:8]1[CH2:16][C@@H:15]2[C@@H:10]([CH2:11][CH2:12][CH2:13][NH:14]2)[CH2:9]1)[C:2]1[CH:7]=[CH:6][CH:5]=[CH:4][CH:3]=1.[C:17]([OH:26])(=[O:25])[C@@H:18]([C@H:20]([C:22]([OH:24])=[O:23])[OH:21])[OH:19].[C:27]([C@@H:30]([C@H:32]([C:34]([OH:36])=[O:35])[OH:33])[OH:31])([OH:29])=[O:28].C(N1C[C@H]2[C@H](CCCN2)C1)C1C=CC=CC=1.C([C@@H]([C@H](C(O)=O)O)O)(O)=O.C(N1C[C@@H]2[C@@H](CCCN2)C1)C1C=CC=CC=1>CN(C)C=O>[C:22]([C@H:20]([C@@H:18]([C:17]([OH:26])=[O:25])[OH:19])[OH:21])([OH:24])=[O:23].[CH2:1]([N:8]1[CH2:16][C@@H:15]2[C@@H:10]([CH2:11][CH2:12][CH2:13][NH:14]2)[CH2:9]1)[C:2]1[CH:3]=[CH:4][CH:5]=[CH:6][CH:7]=1.[C:34]([OH:36])(=[O:35])[C@H:32]([C@@H:30]([C:27]([OH:29])=[O:28])[OH:31])[OH:33] |f:2.3,4.5,7.8|. Reported procedure: 73.6 g (0.34 mol) of cis-8-benzyl-2,8-diazabicyclo[4.3.0]nonane dissolved in 111 ml of dimethylformamide is added a drop at a time to a solution of 102.9 g (0.685 mol) of L(+)-tartaric acid in 343 ml of dimethylformamide. The batch is seeded with [R,R]-8-benzyl-2,8-diazabicyclo[4.3.0]nonane L-tartrate and gradually cooled to an interior temperature of 18° C. The crystals are suctioned off and the filtrate seeded with [S,S]-8-benzyl-2,8-diazabicyclo[4.3.0]-nonane L-tartrate and agitated until it ...